This data is from the Open Reaction Database (ORD), a public repository of structured organic reaction records. The task is: describe an organic reaction: reactants, conditions, products, and yield Reactants: NC1=NC(=CC(=N1)N1C[C@H](CCC1)C(=O)O)C1=CC(=C(C=C1)C#N)F ((3S)-1-[2-amino-6-(4-cyano-3-fluorophenyl)-4-pyrimidinyl]-3-piperidinecarboxylic acid), C(CCl)Cl (EDC), C=1C=CC2=C(C1)N=NN2O (HOBT), NC=1C(=CC=CC1)C (o-toluidine). Run in CN(C)C=O (DMF), CCOC(=O)C (EtOAc). Conditions: time 4 hour. Yields the product NC1=NC(=CC(=N1)N1C[C@H](CCC1)C(=O)NC1=C(C=CC=C1)C)C1=CC(=C(C=C1)C#N)F ((3S)-1-[2-Amino-6-(4-cyano-3-fluorophenyl)-4-pyrimidinyl]-N-(2-methylphenyl)-3-piperidinecarboxamide). Yield: 49.9%. As a reaction SMILES: [NH2:1][C:2]1[N:7]=[C:6]([N:8]2[CH2:13][CH2:12][CH2:11][C@H:10]([C:14]([OH:16])=O)[CH2:9]2)[CH:5]=[C:4]([C:17]2[CH:22]=[CH:21][C:20]([C:23]#[N:24])=[C:19]([F:25])[CH:18]=2)[N:3]=1.C(Cl)CCl.C1C=CC2N(O)N=NC=2C=1.[NH2:40][C:41]1[C:42]([CH3:47])=[CH:43][CH:44]=[CH:45][CH:46]=1>CN(C=O)C.CCOC(C)=O>[NH2:1][C:2]1[N:7]=[C:6]([N:8]2[CH2:13][CH2:12][CH2:11][C@H:10]([C:14]([NH:40][C:41]3[CH:46]=[CH:45][CH:44]=[CH:43][C:42]=3[CH3:47])=[O:16])[CH2:9]2)[CH:5]=[C:4]([C:17]2[CH:22]=[CH:21][C:20]([C:23]#[N:24])=[C:19]([F:25])[CH:18]=2)[N:3]=1. Reported procedure: To a solution of (3S)-1-[2-amino-6-(4-cyano-3-fluorophenyl)-4-pyrimidinyl]-3-piperidinecarboxylic acid (146 mg, 0.428 mmol), EDC (115, 0.599 mmol), and HOBT (81 mg, 0.599 mmol) in DMF (8 mL) was added o-toluidine (64 mg, 0.60 mmol), and the reaction mixture was stirred at room temperature for 4 hours. LCMS showed reaction was completed. The reaction was poured onto water, and EtOAc was added to extract the product. The product stayed in the EtOAc layer. The organic solution was concentrated to d...